From a dataset of the Open Reaction Database (ORD), a public repository of structured organic reaction records. describe an organic reaction: reactants, conditions, products, and yield Starting materials: CC1(C(=O)N(C(=O)N1CO)CO)C (DMDMH), C=O (formaldehyde), C=O (formaldehyde). The product is CC1(C(=O)N(C(=O)N1CO)CO)C.CC1(C(=O)NC(=O)N1CO)C (DMDMH MDMH). Reaction SMILES: [CH3:1][C:2]1([CH3:13])[N:8]([CH2:9][OH:10])[C:6](=[O:7])[N:5]([CH2:11][OH:12])[C:3]1=[O:4].C=O>>[CH3:1][C:2]1([CH3:13])[N:8]([CH2:9][OH:10])[C:6](=[O:7])[N:5]([CH2:11][OH:12])[C:3]1=[O:4].[CH3:1][C:2]1([CH3:13])[N:8]([CH2:9][OH:10])[C:6](=[O:7])[NH:5][C:3]1=[O:4] |f:2.3|. Reported procedure: An aqueous DMDMH/MDMH/DMH solution was prepared by adding 17.5 parts of DMH to 85 parts of a concentrated DMDMH solution having 20.7% by weight total formaldehyde and 1.2% by weight free formaldehyde. Starting materials: Cl, Cl, Cl, NC1CCC(CCN2CCN(c3nccc4c3OCC4)CC2)CC1, CC(C)(O)C(=O)O. The product is CC(C)(O)C(=O)NC1CCC(CCN2CCN(c3nccc4c3OCC4)CC2)CC1. Reaction SMILES: [ClH:1].[ClH:2].[ClH:3].[O:4]1[CH2:5][CH2:6][c:7]2[c:8]1[c:9]([N:13]1[CH2:14][CH2:15][N:16]([CH2:19][CH2:20][CH:21]3[CH2:22][CH2:23][CH:24]([NH2:27])[CH2:25][CH2:26]3)[CH2:17][CH2:18]1)[n:10][cH:11][cH:12]2.[OH:28][C:29]([C:30](=[O:31])[OH:32])([CH3:33])[CH3:34]>>[O:4]1[CH2:5][CH2:6][c:7]2[c:8]1[c:9]([N:13]1[CH2:14][CH2:15][N:16]([CH2:19][CH2:20][CH:21]3[CH2:22][CH2:23][CH:24]([NH:27][C:30]([C:29]([OH:28])([CH3:33])[CH3:34])=[O:31])[CH2:25][CH2:26]3)[CH2:17][CH2:18]1)[n:10][cH:11][cH:12]2. Reactants: CN(C1CCC(CC1)=O)C (4-dimethylaminocyclohexanone), Cl.C(=O)(O)C1=C(C=CC=C1)NN (2-carboxyphenylhydrazine hydrochloride), O.CN(C1CCC=2NC3=C(C=CC=C3C2C1)C(=O)O)C (3-(dimethylamino)-8-carboxy-1,2,3,4-tetrahydrocarbazole hydrate). Solvent: C(C)O (ethyl alcohol). Run at time 2 hour. Product: CN(C1CCC=2NC3=C(C=CC=C3C2C1)C(=O)O)C (3-(Dimethylamino)-8-carboxy-1,2,3,4-tetrahydrocarbazole). RXN SMILES: CN(C)C1CCC(=O)CC1.Cl.C(C1C=CC=CC=1NN)(O)=O.O.[CH3:24][N:25]([CH3:42])[CH:26]1[CH2:38][C:37]2[C:36]3[C:31](=[C:32]([C:39]([OH:41])=[O:40])[CH:33]=[CH:34][CH:35]=3)[NH:30][C:29]=2[CH2:28][CH2:27]1>C(O)C>[CH3:24][N:25]([CH3:42])[CH:26]1[CH2:38][C:37]2[C:36]3[C:31](=[C:32]([C:39]([OH:41])=[O:40])[CH:33]=[CH:34][CH:35]=3)[NH:30][C:29]=2[CH2:28][CH2:27]1 |f:1.2,3.4|. Procedure: A solution of 14.1 g. of 4-dimethylaminocyclohexanone and 18.9 g. of 2-carboxyphenylhydrazine hydrochloride in 150 ml. of absolute ethyl alcohol was heated under reflux for six hours, cooled, and the resulting crystalline 4-dimethylaminocyclohexanone 2-carboxyphenylhydrazone hydrochloride was collected by filtration, washed with isopropyl alcohol and ether, suspended in 200 ml. of 2% hydrogen chloride in acetic acid and heated at reflux for eight hours. The mixture was cooled and the solids were...